Dataset: the Open Reaction Database (ORD), a public repository of structured organic reaction records. Task: describe an organic reaction: reactants, conditions, products, and yield Product: COC=1C=C(C=CC1)C1C(N(CCCC1)C)=O (Hexahydro-3-(3-methoxyphenyl)-1-methyl-2H-azepin-2-one). Reaction conditions: time 30 minute. As a reaction SMILES: C([Li])CCC.CC1(C)CCCC(C)(C)N1.[CH3:16][N:17]1[CH2:23][CH2:22][CH2:21][CH2:20][CH2:19][C:18]1=[O:24].Cl[C:26]1[CH:31]=[CH:30][CH:29]=[CH:28][C:27]=1[O:32][CH3:33]>CCCCCC.C1COCC1>[CH3:33][O:32][C:27]1[CH:26]=[C:31]([CH:19]2[CH2:20][CH2:21][CH2:22][CH2:23][N:17]([CH3:16])[C:18]2=[O:24])[CH:30]=[CH:29][CH:28]=1. Procedure details: A solution of butyl lithium (0.05 mole) in hexane (34.4 ml), was treated with 2,2,6,6-tetramethylpiperidine (9.3 ml) followed by dry THF (100 ml) under an inert atmosphere at 0° C. The mixture was treated with N-methylcaprolactam (6.9 ml, 55 mM) and stirred for 30 minutes. A solution of butyl lithium (0.05 mole) in hexane (34.4 ml) was added, the reaction mixture stirred 15 minutes then treated with o-chloroanisole (3.1 ml). After 30 minutes a solution of butyl lithium (0.05 moles) in hexane (31... The reactants are C(CCC)[Li] (butyl lithium), CC1(NC(CCC1)(C)C)C (2,2,6,6-tetramethylpiperidine), ClC1=C(C=CC=C1)OC (o-chloroanisole), ClC1=C(C=CC=C1)OC (o-chloroanisole), C(CCC)[Li] (butyl lithium), CN1C(CCCCC1)=O (N-methylcaprolactam), C(CCC)[Li] (butyl lithium). Solvent: CCCCCC (hexane), C1CCOC1 (THF), CCCCCC (hexane), CCCCCC (hexane).